Dataset: the Open Reaction Database (ORD), a public repository of structured organic reaction records. Task: describe an organic reaction: reactants, conditions, products, and yield Reactants: CC(C)(C)OC(=O)NC1=NC(C)(c2cccc(N=[N+]=[N-])c2)COC1, CCOC(C)=O. The product is CC(C)(C)OC(=O)NC1=NC(C)(c2cccc(N)c2)COC1. Reaction SMILES: [C:1]([CH3:2])([CH3:3])([CH3:4])[O:5][C:6]([NH:7][C:8]1=[N:13][C:12]([CH3:14])([c:15]2[cH:16][c:17]([N:21]=[N+:22]=[N-:23])[cH:18][cH:19][cH:20]2)[CH2:11][O:10][CH2:9]1)=[O:24].[CH3:25][CH2:26][O:27][C:28]([CH3:29])=[O:30]>>[C:1]([CH3:2])([CH3:3])([CH3:4])[O:5][C:6]([NH:7][C:8]1=[N:13][C:12]([CH3:14])([c:15]2[cH:16][c:17]([NH2:21])[cH:18][cH:19][cH:20]2)[CH2:11][O:10][CH2:9]1)=[O:24]. Reactants: O=C([O-])[O-], CSCC(=O)CC(=O)OC(C)(C)C, CN(C)C=O, CCOC(=O)CCCCI, [K+], [K+]. Product: CCOC(=O)CCCCC(C(=O)CSC)C(=O)OC(C)(C)C. As a reaction SMILES: [C:14](=[O:15])([O-:16])[O-:17].[CH3:1][S:2][CH2:3][C:4]([CH2:5][C:6](=[O:7])[O:8][C:9]([CH3:10])([CH3:11])[CH3:12])=[O:13].[CH3:30][N:31]([CH3:32])[CH:33]=[O:34].[I:20][CH2:21][CH2:22][CH2:23][CH2:24][C:25](=[O:26])[O:27][CH2:28][CH3:29].[K+:18].[K+:19]>>[CH3:1][S:2][CH2:3][C:4]([CH:5]([C:6](=[O:7])[O:8][C:9]([CH3:10])([CH3:11])[CH3:12])[CH2:21][CH2:22][CH2:23][CH2:24][C:25](=[O:26])[O:27][CH2:28][CH3:29])=[O:13]. Reaction SMILES: Cl[CH2:2][C:3]([C:5]1[C:13]2[C:8](=[N:9][CH:10]=[C:11]([NH:14][C:15](=[O:31])[C:16]3[C:21]([F:22])=[CH:20][CH:19]=[C:18]([NH:23][S:24]([CH2:27][CH2:28][CH3:29])(=[O:26])=[O:25])[C:17]=3[F:30])[CH:12]=2)[NH:7][CH:6]=1)=[O:4].[CH3:32][NH:33][CH3:34].CO>CCO>[CH3:32][N:33]([CH3:34])[CH2:2][C:3]([C:5]1[C:13]2[C:8](=[N:9][CH:10]=[C:11]([NH:14][C:15](=[O:31])[C:16]3[C:21]([F:22])=[CH:20][CH:19]=[C:18]([NH:23][S:24]([CH2:27][CH2:28][CH3:29])(=[O:26])=[O:25])[C:17]=3[F:30])[CH:12]=2)[NH:7][CH:6]=1)=[O:4]. Run in CCO (EtOH). Yield: 40.4%. Product: CN(CC(=O)C1=CNC2=NC=C(C=C21)NC(C2=C(C(=CC=C2F)NS(=O)(=O)CCC)F)=O)C (N-(3-(2-(dimethylamino)acetyl)-1H-pyrrolo[2,3-b]pyridin-5-yl)-2,6-difluoro-3-(propylsulfonamido)benzamide). Conditions: temperature 60 celsius, time 4 hour. Starting materials: ClCC(=O)C1=CNC2=NC=C(C=C21)NC(C2=C(C(=CC=C2F)NS(=O)(=O)CCC)F)=O (N-(3-(2-Chloroacetyl)-1H-pyrrolo[2,3-b]pyridin-5-yl)-2,6-difluoro-3-(propylsulfonamido)benzamide), CNC (dimethylamine), CO (MeOH). Procedure: N-(3-(2-Chloroacetyl)-1H-pyrrolo[2,3-b]pyridin-5-yl)-2,6-difluoro-3-(propylsulfonamido)benzamide (0.181 mL, 0.0361 mmol), EtOH (0.2 mL), and dimethylamine as a solution in MeOH (0.181 mL, 0.361 mmol) was charged to a 2 dram vial. The vial was capped and stirred at 60° C. for 4 hours. The mixture was concentrated under reduced pressure. The residue was taken up in 1M HCL (1 mL) and washed with EtOAc (2×1 mL). The aqueous portion was neutralized and extracted with 25% isopropyl alcohol (“IPA”)-DCM...